From a dataset of the Open Reaction Database (ORD), a public repository of structured organic reaction records. describe an organic reaction: reactants, conditions, products, and yield Reactants: ClC=1N=C(C2=C(N1)CN(C2)C(=O)OCC)N2[C@H](COCC2)C ((S)-ethyl 2-chloro-4-(3-methylmorpholino)-5H-pyrrolo[3,4-d]pyrimidine-6(7H)-carboxylate), ClC=1N=C(C2=C(N1)CN(C2)C(=O)OCC)N2[C@H](COCC2)C ((S)-ethyl 2-chloro-4-(3-methylmorpholino)-5H-pyrrolo[3,4-d]pyrimidine-6(7H)-carboxylate), FC1=C(N)C=C(C(=C1)B1OC(C(O1)(C)C)(C)C)F (2,5-difluoro-4-(4,4,5,5-tetramethyl-1,3,2-dioxaborolan-2-yl)aniline). Product: C(C)NC(NC1=CC(=C(C=C1F)C=1N=C(C2=C(N1)CN(C2)C(=O)OCC)N2[C@H](COCC2)C)F)=O ((S)-ethyl 2-(4-(3-ethylureido)-2,5-difluorophenyl)-4-(3-methylmorpholino)-5H-pyrrolo[3,4-d]pyrimidine-6(7H)-carboxylate). The yield is 13.0%. Reaction SMILES: Cl[C:2]1[N:3]=[C:4]([N:16]2[CH2:21][CH2:20][O:19][CH2:18][C@@H:17]2[CH3:22])[C:5]2[CH2:10][N:9]([C:11]([O:13][CH2:14][CH3:15])=[O:12])[CH2:8][C:6]=2[N:7]=1.[F:23][C:24]1[CH:30]=[C:29](B2OC(C)(C)C(C)(C)O2)[C:28]([F:40])=[CH:27][C:25]=1[NH2:26]>>[CH2:8]([NH:9][C:11](=[O:12])[NH:26][C:25]1[C:24]([F:23])=[CH:30][C:29]([C:2]2[N:3]=[C:4]([N:16]3[CH2:21][CH2:20][O:19][CH2:18][C@@H:17]3[CH3:22])[C:5]3[CH2:10][N:9]([C:11]([O:13][CH2:14][CH3:15])=[O:12])[CH2:8][C:6]=3[N:7]=2)=[C:28]([F:40])[CH:27]=1)[CH3:6]. Procedure: Method as described for example 47 using (S)-ethyl 2-chloro-4-(3-methylmorpholino)-5H-pyrrolo[3,4-d]pyrimidine-6(7H)-carboxylate (intermediate 11) and 2,5-difluoro-4-(4,4,5,5-tetramethyl-1,3,2-dioxaborolan-2-yl)aniline as starting materials. The mixture was filtered through a celite 545 pre-packed cartridge (2.5 g), washed with MeOH and the solvent removed in vacuo. The residue was purified by prep. HPLC at low pH, yielding the title compound (25 mg, 0.06 mmol, 13%). Reactants: C(C)ON=C(C(=O)OCC)C=1N=C(SC1)NC(CCl)=O (ethyl α-ethoxyimino-2-(chloroacetylamino)thiazol-4-ylacetate), [OH-].[K+] (potassium hydroxide). Solvent: C(C)O (ethanol), O (water). Product: C(C)ON=C(C(=O)O)C=1N=C(SC1)NC(CCl)=O (α-ethoxyimino-2-(chloroacetylamino)thiazol-4-ylacetic acid). Isolated yield 91.0%. As a reaction SMILES: [CH2:1]([O:3][N:4]=[C:5]([C:11]1[N:12]=[C:13]([NH:16][C:17](=[O:20])[CH2:18][Cl:19])[S:14][CH:15]=1)[C:6]([O:8]CC)=[O:7])[CH3:2].[OH-].[K+]>C(O)C.O>[CH2:1]([O:3][N:4]=[C:5]([C:11]1[N:12]=[C:13]([NH:16][C:17](=[O:20])[CH2:18][Cl:19])[S:14][CH:15]=1)[C:6]([OH:8])=[O:7])[CH3:2] |f:1.2|. Procedure details: 1.06 g of ethyl α-ethoxyimino-2-(chloroacetylamino)thiazol-4-ylacetate is suspended in a solution of 0.94 g of potassium hydroxide in a mixture of 40 ml of ethanol and 2 ml of water and the suspension is stirred at room temperature to make it to be a solution, followed by further stirring for 45 minutes at room temperature. The reaction solution is subjected to the distillation of ethanol under reduced pressure and the residue is adjusted to pH 2.0 with 1 N hydrochloric acid under ice-cooling, t... The reactants are CCOC(=O)c1ccc(C(CC(OC)OC)P(=O)(OCC)OCC)cc1, C1CCOC1, [Li]CCCC, Cc1ccc(C2=CCC(C)(C)c3ccc(C=O)cc32)s1, CCC1(CC)CC=C(c2ccc(C)s2)c2cc(C=O)ccc21. Yields the product CCOC(=O)c1ccc(C(=Cc2ccc3c(c2)C(c2ccc(C)s2)=CCC3(C)C)CC(OC)OC)cc1. As a reaction SMILES: [CH2:1]([O:2][P:3]([O:4][CH2:5][CH3:6])(=[O:7])[CH:9]([CH2:10][CH:11]([O:12][CH3:13])[O:14][CH3:15])[c:16]1[cH:17][cH:18][c:19]([C:20](=[O:21])[O:22][CH2:23][CH3:24])[cH:25][cH:26]1)[CH3:8].[CH2:74]1[O:75][CH2:76][CH2:77][CH2:78]1.[CH3:27][CH2:28][CH2:29][CH2:30][Li:31].[CH3:32][c:33]1[cH:34][cH:35][c:36]([C:38]2=[CH:39][CH2:40][C:41]([CH3:50])([CH3:51])[c:42]3[cH:43][cH:44][c:45]([CH:48]=[O:49])[cH:46][c:47]32)[s:37]1.[CH3:52][c:53]1[s:54][c:55]([C:56]2=[CH:71][CH2:70][C:65]([CH2:66][CH3:67])([CH2:68][CH3:69])[c:58]3[c:57]2[cH:64][c:61]([CH:62]=[O:63])[cH:60][cH:59]3)[cH:72][cH:73]1>>[C:9]([CH2:10][CH:11]([O:12][CH3:13])[O:14][CH3:15])([c:16]1[cH:17][cH:18][c:19]([C:20](=[O:21])[O:22][CH2:23][CH3:24])[cH:25][cH:26]1)=[CH:48][c:45]1[cH:44][cH:43][c:42]2[c:47]([cH:46]1)[C:38]([c:36]1[cH:35][cH:34][c:33]([CH3:32])[s:37]1)=[CH:39][CH2:40][C:41]2([CH3:50])[CH3:51]. Starting materials: C(CC)C=1SC(=CN1)C=CC=CC(=O)OCC (ethyl 5-(2-propyl-5-thiazolyl)2,4-pentadienoate), [H][H] (hydrogen). The product is C(CC)C=1SC(=CN1)CCCCC(=O)O (2-propyl-5-thiazole-pentanoic acid). RXN SMILES: [CH2:1]([C:4]1[S:5][C:6]([CH:9]=[CH:10][CH:11]=[CH:12][C:13]([O:15]CC)=[O:14])=[CH:7][N:8]=1)[CH2:2][CH3:3].[H][H]>>[CH2:1]([C:4]1[S:5][C:6]([CH2:9][CH2:10][CH2:11][CH2:12][C:13]([OH:15])=[O:14])=[CH:7][N:8]=1)[CH2:2][CH3:3]. Reported procedure: Using the procedure of Example 10, ethyl 5-(2-propyl-5-thiazolyl)2,4-pentadienoate was reacted with hydrogen in the presence of activated carbon containing 10% palladium and the resulting product was saponified to obtain 2-propyl-5-thiazole-pentanoic acid. The latter product was reacted with α,β-ethanedisulfonic acid to obtain the hemi-α,β-ethane disulfonate of 2-propyl-5-thiazole-pentanoic acid melting at 124°C. Starting materials: ClC=1C=C(C=CC1Cl)NC(=S)NNC(COC=1C=C2CCC(NC2=CC1)=O)=O (N-(3,4-dichlorophenyl)-2-(2-((2-oxo-1,2,3,4-tetrahydroquinolin-6-yl)oxy)acetyl)hydrazinecarbothioamide), S(O)(O)(=O)=O (sulfuric acid). Yields the product ClC=1C=C(C=CC1Cl)NC1=NN=C(S1)COC=1C=C2CCC(NC2=CC1)=O (6-((5-(3,4-dichlorophenylamino)-1,3,4-thiadiazol-2-yl)methoxy)-3,4-dihydroquinolin-2(1H)-one). Yield: 31.3%. As a reaction SMILES: [Cl:1][C:2]1[CH:3]=[C:4]([NH:9][C:10]([NH:12][NH:13][C:14](=O)[CH2:15][O:16][C:17]2[CH:18]=[C:19]3[C:24](=[CH:25][CH:26]=2)[NH:23][C:22](=[O:27])[CH2:21][CH2:20]3)=[S:11])[CH:5]=[CH:6][C:7]=1[Cl:8].S(=O)(=O)(O)O>>[Cl:1][C:2]1[CH:3]=[C:4]([NH:9][C:10]2[S:11][C:14]([CH2:15][O:16][C:17]3[CH:18]=[C:19]4[C:24](=[CH:25][CH:26]=3)[NH:23][C:22](=[O:27])[CH2:21][CH2:20]4)=[N:13][N:12]=2)[CH:5]=[CH:6][C:7]=1[Cl:8]. Procedure: N-(3,4-dichlorophenyl)-2-(2-((2-oxo-1,2,3,4-tetrahydroquinolin-6-yl)oxy)acetyl)hydrazinecarbothioamide (0.15 g, 0.341 mmol) and concentrated sulfuric acid (1 mL) were placed in a reaction beaker and the mixture was subjected to ultrasonic irradiation for 15 min. The reaction contents were poured into ice cold water. The precipitate was filtered and basified with 10% sodium bicarbonate (30 mL). Crude product was crystallized with ethanol/DMSO to afford 6-((5-(3,4-dichlorophenylamino)-1,3,4-thiadi... Reactants: C(C)OC(C(C)(C)OC1=C(C=C(C=C1)SC(C)=O)C)=O (2-(4-acetylsulfanyl-2-methyl-phenoxy)-2-methyl-propionic acid ethyl ester), ClCC=1C(=NC(=NC1)C1=CC=C(C=C1)C(F)(F)F)C1CC1 (5-chloromethyl-4-cyclopropyl-2-(4-trifluoromethyl-phenyl)-pyrimidine). Product: C(C)OC(C(C)(C)OC1=C(C=C(C=C1)SCC=1C(=NC(=NC1)C1=CC=C(C=C1)C(F)(F)F)C1CC1)C)=O (4-[4-Cyclopropyl-2-(4-trifluoromethyl-phenyl)-pyrimidin-5-ylmethylsulfanyl]-2-methyl-phenoxy-2-methyl-propionic acid ethyl ester). Reaction SMILES: [CH2:1]([O:3][C:4](=[O:20])[C:5]([O:8][C:9]1[CH:14]=[CH:13][C:12]([S:15][C:16](=O)[CH3:17])=[CH:11][C:10]=1[CH3:19])([CH3:7])[CH3:6])[CH3:2].ClCC1[C:24]([CH:39]2[CH2:41][CH2:40]2)=[N:25][C:26]([C:29]2[CH:34]=[CH:33][C:32]([C:35]([F:38])([F:37])[F:36])=[CH:31][CH:30]=2)=[N:27][CH:28]=1>>[CH2:1]([O:3][C:4](=[O:20])[C:5]([O:8][C:9]1[CH:14]=[CH:13][C:12]([S:15][CH2:16][C:17]2[C:24]([CH:39]3[CH2:40][CH2:41]3)=[N:25][C:26]([C:29]3[CH:34]=[CH:33][C:32]([C:35]([F:38])([F:37])[F:36])=[CH:31][CH:30]=3)=[N:27][CH:28]=2)=[CH:11][C:10]=1[CH3:19])([CH3:7])[CH3:6])[CH3:2]. Procedure: In analogy to the procedure described in example 142D], 2-(4-acetylsulfanyl-2-methyl-phenoxy)-2-methyl-propionic acid ethyl ester (example 142C]) was reacted with 5-chloromethyl-4-cyclopropyl-2-(4-trifluoromethyl-phenyl)-pyrimidine (example 27F]) to give the title compound as colorless oil. Starting materials: N#Cc1cc(C(=O)CCC(=O)O)ccc1N1CCOCC1, CCI, CN(C)C=O, CCCCCC, CC(C)NC(C)C, Cl, [H-], [Li]CCCC, [Na+], O. Product: CCC(CC(=O)O)C(=O)c1ccc(N2CCOCC2)c(C#N)c1. RXN SMILES: [C:8](#[N:9])[c:10]1[cH:11][c:12]([C:13](=[O:14])[CH2:15][CH2:16][C:17](=[O:18])[OH:19])[cH:20][cH:21][c:22]1[N:23]1[CH2:24][CH2:25][O:26][CH2:27][CH2:28]1.[CH2:36]([I:37])[CH3:38].[CH3:40][N:41]([CH3:42])[CH:43]=[O:44].[CH3:45][CH2:46][CH2:47][CH2:48][CH2:49][CH3:50].[CH:1]([CH3:2])([NH:3][CH:4]([CH3:5])[CH3:6])[CH3:7].[ClH:39].[H-:29].[Li:31][CH2:32][CH2:33][CH2:34][CH3:35].[Na+:30].[OH2:51]>>[CH2:1]([CH3:2])[CH:15]([C:13]([c:12]1[cH:11][c:10]([C:8]#[N:9])[c:22]([N:23]2[CH2:24][CH2:25][O:26][CH2:27][CH2:28]2)[cH:21][cH:20]1)=[O:14])[CH2:16][C:17](=[O:18])[OH:19]. Reactants: CC1(CC2=CC=CC(=C2O1)OC(=O)NC)C (Carbofuran), C(C(C)=C)OC1=C(C=CC=C1)[N+](=O)[O-] (1-methallyloxy-2-nitrobenzene). Product: CC1(OC2=C(C1)C=CC=C2[N+](=O)[O-])C (2,3-dihydro-2,2-dimethyl-7-nitrobenzofuran). As a reaction SMILES: [CH3:1][C:2]1([CH3:16])[O:10][C:9]2[C:4](=[CH:5][CH:6]=[CH:7][C:8]=2OC(NC)=O)[CH2:3]1.C(OC1C=CC=CC=1[N+:28]([O-:30])=[O:29])C(=C)C>>[CH3:1][C:2]1([CH3:16])[CH2:3][C:4]2[CH:5]=[CH:6][CH:7]=[C:8]([N+:28]([O-:30])=[O:29])[C:9]=2[O:10]1. Procedure details: Carbofuran is a commercially available material. It is manufactured by the simultaneous thermal rearrangement and cyclization of 1-methallyloxy-2-nitrobenzene to form 2,3-dihydro-2,2-dimethyl-7-nitrobenzofuran, which is then reduced to the amine, then diazotized and converted to 2,3-dihydro-2,2-dimethylbenzofuran-7-ol, and then esterified with methyl isocyanate. In an alternative procedure, 2-methallyloxyphenol is thermally rearranged and cyclized to form 2,3-dihydro-2,2-dimethylbenzofuran-7-ol,... Starting materials: O (water), [OH-].[Na+] (sodium hydroxide), OO (hydrogen peroxide), ClC=1C=C(C=CC1)S(=O)(=O)N1CCC(CC1)(C#N)NC(=O)C1CCCCC1 (cyclohexanecarboxylic[1-(3-chloro-benzenesulfonyl)-4-cyano-piperidin-4-yl]-amide). The solvent is C(C)O (ethanol). Yields the product ClC=1C=C(C=CC1)S(=O)(=O)N1CCC2(C(NC(=N2)C2CCCCC2)=O)CC1 (8-(3-chloro-benzenesulfonyl)-2-cyclohexyl-1,3,8-triaza-spiro[4.5]dec-1-en-4-one). Isolated yield 52.0%. RXN SMILES: [OH-:1].[Na+].OO.[Cl:5][C:6]1[CH:7]=[C:8]([S:12]([N:15]2[CH2:20][CH2:19][C:18]([NH:23][C:24]([CH:26]3[CH2:31][CH2:30][CH2:29][CH2:28][CH2:27]3)=O)([C:21]#[N:22])[CH2:17][CH2:16]2)(=[O:14])=[O:13])[CH:9]=[CH:10][CH:11]=1.O>C(O)C>[Cl:5][C:6]1[CH:7]=[C:8]([S:12]([N:15]2[CH2:20][CH2:19][C:18]3([N:23]=[C:24]([CH:26]4[CH2:31][CH2:30][CH2:29][CH2:28][CH2:27]4)[NH:22][C:21]3=[O:1])[CH2:17][CH2:16]2)(=[O:14])=[O:13])[CH:9]=[CH:10][CH:11]=1 |f:0.1|. Reported procedure: A 6 M aqueous sodium hydroxide solution (0.74 mL) and a 30% aqueous hydrogen peroxide solution (0.25 mL) were added to a solution of cyclohexanecarboxylic[1-(3-chloro-benzenesulfonyl)-4-cyano-piperidin-4-yl]-amide (100 mg, 0.244 mmol) in ethanol (1.60 mL), and the mixture was heated under reflux for 4.5 hours. The reaction mixture was cooled to room temperature and water was then added, followed by concentration under reduced pressure. The residue was neutralized with a saturated aqueous ammoniu...